From a dataset of the Open Reaction Database (ORD), a public repository of structured organic reaction records. describe an organic reaction: reactants, conditions, products, and yield As a reaction SMILES: [CH3:14][OH:15].[ClH:16].[NH2:1][c:2]1[c:3]([Cl:13])[c:4]([C:5](=[O:6])[OH:7])[cH:8][c:9]([F:12])[c:10]1[CH3:11].[Na+:17].[Na+:18].[O-:19][C:20](=[O:21])[O-:22].[OH2:23]>>[NH2:1][c:2]1[c:3]([Cl:13])[c:4]([C:5](=[O:6])[O:7][CH3:20])[cH:8][c:9]([F:12])[c:10]1[CH3:11]. The product is COC(=O)c1cc(F)c(C)c(N)c1Cl. Reactants: CO, Cl, Cc1c(F)cc(C(=O)O)c(Cl)c1N, [Na+], [Na+], O=C([O-])[O-], O. The reactants are CCO, Cc1ccccc1C(=O)CN1C(=O)C(NC(=O)OC(C)(C)C)CN(C(=O)C(C)(C)C)c2ccccc21. Yields the product Cc1ccccc1C(=O)CN1C(=O)C(N)CN(C(=O)C(C)(C)C)c2ccccc21. RXN SMILES: [CH3:37][CH2:38][OH:39].[c:1]1([CH3:36])[c:2]([C:7](=[O:8])[CH2:9][N:10]2[C:11](=[O:35])[CH:12]([NH:27][C:28]([O:29][C:30]([CH3:31])([CH3:32])[CH3:33])=[O:34])[CH2:13][N:14]([C:21]([C:22]([CH3:23])([CH3:24])[CH3:25])=[O:26])[c:15]3[c:16]2[cH:17][cH:18][cH:19][cH:20]3)[cH:3][cH:4][cH:5][cH:6]1>>[c:1]1([CH3:36])[c:2]([C:7](=[O:8])[CH2:9][N:10]2[C:11](=[O:35])[CH:12]([NH2:27])[CH2:13][N:14]([C:21]([C:22]([CH3:23])([CH3:24])[CH3:25])=[O:26])[c:15]3[c:16]2[cH:17][cH:18][cH:19][cH:20]3)[cH:3][cH:4][cH:5][cH:6]1.